Dataset: the Open Reaction Database (ORD), a public repository of structured organic reaction records. Task: describe an organic reaction: reactants, conditions, products, and yield Reactants: C(C1=CC=CC=C1)N1CCC(=CC1)C=1C(NC2=CC=CC=C2C1)=O (3-(1-benzyl-1,2,3,6-tetrahydropyridin-4-yl)quinolin-2-(1H)-one), [H][H] (hydrogen). The reagents and catalysts are [Pd] (palladium on carbon). Solvent: CO (methanol). Conditions: temperature 50 celsius. The product is N1CCC(CC1)C=1C(NC2=CC=CC=C2C1)=O (3-(4-Piperidinyl)quinolin-2-(1H)-one). RXN SMILES: C([N:8]1[CH2:13][CH:12]=[C:11]([C:14]2[C:15](=[O:24])[NH:16][C:17]3[C:22]([CH:23]=2)=[CH:21][CH:20]=[CH:19][CH:18]=3)[CH2:10][CH2:9]1)C1C=CC=CC=1.[H][H]>CO.[Pd]>[NH:8]1[CH2:9][CH2:10][CH:11]([C:14]2[C:15](=[O:24])[NH:16][C:17]3[C:22]([CH:23]=2)=[CH:21][CH:20]=[CH:19][CH:18]=3)[CH2:12][CH2:13]1. Procedure: A solution of 3-(1-benzyl-1,2,3,6-tetrahydropyridin-4-yl)quinolin-2-(1H)-one (4.00 g, 12.6 mmol) in methanol (500 mL) was degassed with argon, and 10% palladium on carbon (1.2 g) added. The reaction was placed under 1 atm hydrogen and heated to 50° C. for 5.5 h. The reaction was cooled and filtered through celite. Concentration provided the title compound, 2.7 g. MS 229 (M+1). 1H NMR (500 MHz, CD3OD) δ 7.80 (s, 1H), 7.67 (d, J=8 Hz, 1H), 7.51 (t, J=8 Hz, 1H), 7.33 (d, J=8 Hz, 1H), 7.25 (t, J=8 H... Starting materials: CC1=C(N2[C@@H]([C@@H](C2=O)NC(=O)[C@@H](C3=CCC=CC3)N)SC1)C(=O)O.CN(C=O)C (cephradine dimethylformamide), Cl (HCl), Cl (hydrochloric acid). Solvent: O (water). Product: CC1=C(N2[C@@H]([C@@H](C2=O)NC(=O)[C@@H](C3=CCC=CC3)N)SC1)C(=O)O (Cephradine). RXN SMILES: [CH3:1][C:2]1[CH2:21][S:20][C@@H:5]2[C@H:6]([NH:9][C:10]([C@H:12]([NH2:19])[C:13]3[CH2:18][CH:17]=[CH:16][CH2:15][CH:14]=3)=[O:11])[C:7](=[O:8])[N:4]2[C:3]=1[C:22]([OH:24])=[O:23].CN(C)C=O.Cl>O>[CH3:1][C:2]1[CH2:21][S:20][C@@H:5]2[C@H:6]([NH:9][C:10]([C@H:12]([NH2:19])[C:13]3[CH2:18][CH:17]=[CH:16][CH2:15][CH:14]=3)=[O:11])[C:7](=[O:8])[N:4]2[C:3]=1[C:22]([OH:24])=[O:23] |f:0.1|. Procedure details: 125 g of cephradine dimethylformamide solvate (as for example produced in step a) above) were suspended in water/conc. HCl (300/12.5) at 5° to 10° C. with stirring. The pH was adjusted to 1.6 to 2.0 by addition of hydrochloric acid in order to obtain a complete solution. The solution was filtered and the residue washed with 60 ml of water. The combined filtrate was warmed to 35° to 40° C. The pH was adjusted to 2.4 to 2.8 with triethylamine whereupon precipitation started. The stirring was maint...